The task is: describe an organic reaction: reactants, conditions, products, and yield. This data is from the Open Reaction Database (ORD), a public repository of structured organic reaction records. Starting materials: C=CCCCCCCCCCC (1-Dodecene), [N+](=O)(O)[O-] (nitric acid), alcohol. Reaction conditions: temperature 100 celsius. Yields the product [N+](=O)([O-])CC=CCCCCCCCCC (1-nitro-2-dodecene). As a reaction SMILES: [CH2:1]=[CH:2][CH2:3][CH2:4][CH2:5][CH2:6][CH2:7][CH2:8][CH2:9][CH2:10][CH2:11][CH3:12].[N+:13]([O-])([OH:15])=[O:14]>>[N+:13]([CH2:1][CH:2]=[CH:3][CH2:4][CH2:5][CH2:6][CH2:7][CH2:8][CH2:9][CH2:10][CH2:11][CH3:12])([O-:15])=[O:14]. Procedure: 1-Dodecene (222 mL, 1.0 mole) and concentrated nitric acid (96 mL, 1.5 moles) were mixed together at room temperature. The solution was heated to 100° C. for 4 hours with rapid stirring then cooled to room temperature. The organic layer separated and washed with a saturated sodium chloride solution (3×75 mL). After drying over magnesium sulfate and filtering, the orange oil was vacuum distilled (0.5 Torr, 36° C.) which removed unreacted 1-dodecene. The remaining orange/red oil is a mixture conta... Reactants: ClC=1C=C2N(C(C=3N(C2=CC1)C=CC3)CC)S(=O)(=O)C3=CC(=C(C=C3)O)C (4-[(7-chloro-4-ethylpyrrolo[1,2-a]quinoxalin-5-(4H)-yl)sulfonyl]-2-methylphenol), COC1=C(C(=O)Cl)C=CC(=C1)OC (2,4-dimethoxy benzoyl chloride). Product: ClC=1C=C2N(C(C=3N(C2=CC1)C=CC3)CC)C(C3=C(C=C(C=C3)OC)OC)=O (7-Chloro-5-(2,4-dimethoxybenzoyl)-4-ethyl-4,5-dihydropyrrolo[1,2-a]quinoxaline). As a reaction SMILES: [Cl:1][C:2]1[CH:3]=[C:4]2[C:9](=[CH:10][CH:11]=1)[N:8]1[CH:12]=[CH:13][CH:14]=[C:7]1[CH:6]([CH2:15][CH3:16])[N:5]2S(C1C=CC(O)=C(C)C=1)(=O)=O.[CH3:28][O:29][C:30]1[CH:38]=[C:37]([O:39][CH3:40])[CH:36]=[CH:35][C:31]=1[C:32](Cl)=[O:33]>>[Cl:1][C:2]1[CH:3]=[C:4]2[C:9](=[CH:10][CH:11]=1)[N:8]1[CH:12]=[CH:13][CH:14]=[C:7]1[CH:6]([CH2:15][CH3:16])[N:5]2[C:32](=[O:33])[C:31]1[CH:35]=[CH:36][C:37]([O:39][CH3:40])=[CH:38][C:30]=1[O:29][CH3:28]. Procedure details: 7-Chloro-5-(2,4-dimethoxybenzoyl)-4-ethyl-4,5-dihydropyrrolo[1,2-a]quinoxaline was prepared from the intermediate of Example 68A and 2,4-dimethoxy benzoyl chloride according to the procedure of Example 106, Step 2 mp 70-74° C. MS (ESI) m/z 397; Anal. Calcd for C22H21ClN2O3: C, 66.58; H, 5.33; N, 7.06. Found: C, 66.34; H, 5.59; N, 6.85.